From a dataset of the Open Reaction Database (ORD), a public repository of structured organic reaction records. describe an organic reaction: reactants, conditions, products, and yield The reactants are CN(C1=C2C=CC=C(C2=C(C=C1)[N+](=O)[O-])C#N)CC1=CC=NC=C1 (5-(methylpyridin-4-ylmethyl-amino)-8-nitro-naphthalene-1-carbonitrile), ClC1=C2C=CC=C(C2=C(C=C1)[N+](=O)[O-])C#N (5-chloro-8-nitro-naphthalene-1-carbonitrile), N1=NC(=CC=C1)N (pyridazyl amine). The product is CN(C1=C2C=CC=C(C2=C(C=C1)[N+](=O)[O-])C#N)CC1=CN=NC=C1 (5-(Methyl-pyridazin-4-ylmethyl-amino)-8-nitro-naphthalene-1-carbonitrile). Yield: 24.0%. Reaction SMILES: [CH3:1][N:2]([CH2:18][C:19]1[CH:24]=[CH:23][N:22]=C[CH:20]=1)[C:3]1[CH:12]=[CH:11][C:10]([N+:13]([O-:15])=[O:14])=[C:9]2[C:4]=1[CH:5]=[CH:6][CH:7]=[C:8]2[C:16]#[N:17].ClC1C=CC([N+:36]([O-])=O)=C2C=1C=CC=C2C#N.N1C=CC=C(N)N=1>>[CH3:1][N:2]([CH2:18][C:19]1[CH:24]=[CH:23][N:22]=[N:36][CH:20]=1)[C:3]1[CH:12]=[CH:11][C:10]([N+:13]([O-:15])=[O:14])=[C:9]2[C:4]=1[CH:5]=[CH:6][CH:7]=[C:8]2[C:16]#[N:17]. Procedure details: 5-(Methyl-pyridazin-4-ylmethyl-amino)-8-nitro-naphthalene-1-carbonitrile (24) was prepared in a manner analogous to that described above for the preparation of compound (10), except that compound (9) and pyridazyl amine compound (48) were used as starting materials. Compound (24) (24% yield) was isolated as a yellow foam by flash chromatography on silica, eluting CH2Cl2 :MeOH (25:1). The reactants are C(C)C(CC)C=1C=2N(N=C(C1)C)C=C(N2)C(F)(F)F (8-(1-ethyl-propyl)-6-methyl-2-trifluoromethyl-imidazo[1,2-b]pyridazine), BrC=1SC=CC1C (2-bromo-3-methyl-thiophene), C(=O)([O-])[O-].[Cs+].[Cs+] (Cs2CO3), C1=CC=C(C=C1)P(C2=CC=CC=C2)C3=CC=CC=C3 (PPh3). The reagents and catalysts are C=1C=CC(=CC1)/C=C/C(=O)/C=C/C2=CC=CC=C2.C=1C=CC(=CC1)/C=C/C(=O)/C=C/C2=CC=CC=C2.C=1C=CC(=CC1)/C=C/C(=O)/C=C/C2=CC=CC=C2.[Pd].[Pd] (Pd2(dba)3). Solvent: O (H2O), CN1CCCC1=O (NMP). Run at temperature 130 celsius, time 8 hour. The product is C(C)C(CC)C=1C=2N(N=C(C1)C)C(=C(N2)C(F)(F)F)C=2SC=CC2C (8-(1-Ethyl-propyl)-6-methyl-3-(3-methyl-thiophen-2-yl)-2-trifluoromethyl-imidazo[1,2-b]pyridazine). Yield: 7.8%. RXN SMILES: [CH2:1]([CH:3]([C:6]1[C:7]2[N:8]([CH:13]=[C:14]([C:16]([F:19])([F:18])[F:17])[N:15]=2)[N:9]=[C:10]([CH3:12])[CH:11]=1)[CH2:4][CH3:5])[CH3:2].Br[C:21]1[S:22][CH:23]=[CH:24][C:25]=1[CH3:26].C([O-])([O-])=O.[Cs+].[Cs+].C1C=CC(P(C2C=CC=CC=2)C2C=CC=CC=2)=CC=1>O.C1C=CC(/C=C/C(/C=C/C2C=CC=CC=2)=O)=CC=1.C1C=CC(/C=C/C(/C=C/C2C=CC=CC=2)=O)=CC=1.C1C=CC(/C=C/C(/C=C/C2C=CC=CC=2)=O)=CC=1.[Pd].[Pd].CN1C(=O)CCC1>[CH2:1]([CH:3]([C:6]1[C:7]2[N:8]([C:13]([C:21]3[S:22][CH:23]=[CH:24][C:25]=3[CH3:26])=[C:14]([C:16]([F:18])([F:19])[F:17])[N:15]=2)[N:9]=[C:10]([CH3:12])[CH:11]=1)[CH2:4][CH3:5])[CH3:2] |f:2.3.4,7.8.9.10.11|. Reported procedure: To a dry 10 ml round bottom flask with reflux condenser containing 8-(1-ethyl-propyl)-6-methyl-2-trifluoromethyl-imidazo[1,2-b]pyridazine (300 mg, 1.11 mmol), 2-bromo-3-methyl-thiophene (216 mg, 1.22 mmol), and Cs2CO3 (760 mg, 2.33 mmol) is added NMP (1.7 ml). The mixture is degassed with bubbling N2 for 15 min and Pd2(dba)3 (50.8 mg, 0.055 mmol) and PPh3 (58.2 mg, 0.222 mmol) are added. The reaction mixture is stirred at 130° C. overnight. The mixture is cooled to rt, diluted with H2O; and extr... The reactants are COC1=CC=C(C=C1)CC=1C=NC=CC1C(=S)O (3-(4-methoxyphenyl)methylthiopyridine-4-carboxylic acid), C(=O)(N1C=NC=C1)N1C=NC=C1 (carbonyldiimidazole). Run in CN(C=O)C (N,N-dimethylformamide). Reaction conditions: time 2 hour. The product is COC1=CC=C(C=C1)CC=1C=NC=CC1C(=S)OC (Methyl 3-(4-methoxyphenyl)methylthiopyridine-4-carboxylate). Isolated yield 104.8%. Reaction SMILES: [CH3:1][O:2][C:3]1[CH:8]=[CH:7][C:6]([CH2:9][C:10]2[CH:11]=[N:12][CH:13]=[CH:14][C:15]=2[C:16]([OH:18])=[S:17])=[CH:5][CH:4]=1.[C:19](N1C=CN=C1)(N1C=CN=C1)=O>CN(C)C=O>[CH3:1][O:2][C:3]1[CH:4]=[CH:5][C:6]([CH2:9][C:10]2[CH:11]=[N:12][CH:13]=[CH:14][C:15]=2[C:16]([O:18][CH3:19])=[S:17])=[CH:7][CH:8]=1. Procedure: A solution of 4.9 g (17.8 mmol) of 3-(4-methoxyphenyl)methylthiopyridine-4-carboxylic acid and 4.9 g (30 mmol) of carbonyldiimidazole in 50 mL of dry N,N-dimethylformamide was stirred at 0° C. for 10 minutes and then allowed to warm to room temperature. After 2 hours the solution was cooled to 10° C. and quenched with 20 mL of methanol. The mixture was stirred for 2 hours and then the solvent was concentrated. The residue was partitioned between ether and water and the aqueous layer was extracte... Starting materials: CCO, O=C1c2ccccc2C(=O)N1CCCCn1cnc([N+](=O)[O-])c1, NN. The product is NCCCCn1cnc([N+](=O)[O-])c1. RXN SMILES: [CH3:26][CH2:27][OH:28].[N+:1](=[O:2])([O-:3])[c:4]1[n:5][cH:6][n:7]([CH2:9][CH2:10][CH2:11][CH2:12][N:13]2[C:14](=[O:15])[c:16]3[c:17]([cH:18][cH:19][cH:20][cH:21]3)[C:22]2=[O:23])[cH:8]1.[NH2:24][NH2:25]>>[N+:1](=[O:2])([O-:3])[c:4]1[n:5][cH:6][n:7]([CH2:9][CH2:10][CH2:11][CH2:12][NH2:13])[cH:8]1. The reactants are OC1=CC=C(C=O)C=C1 (4-hydroxybenzaldehyde), C(C(O)C)(=O)OCCCC.S(C)(=O)(=O)[O-] ((-)-butyl lactate mesylate), C([O-])([O-])=O.[Na+].[Na+] (sodium carbonate). Reagents/catalysts: [I-].[K+] (potassium iodide). Run in CN(C=O)C (dimethyl formamide). Reaction conditions: temperature 100 celsius, time 5 hour. The product is C(=O)C1=CC=C(OC(C(=O)OCCCC)C)C=C1 ((+)-butyl 2-(4-formylphenoxy)propionate). Yield: 82.4%. As a reaction SMILES: [OH:1][C:2]1[CH:9]=[CH:8][C:5]([CH:6]=[O:7])=[CH:4][CH:3]=1.[C:10]([O:15][CH2:16][CH2:17][CH2:18][CH3:19])(=[O:14])[CH:11]([CH3:13])O.S([O-])(=O)(=O)C.C(=O)([O-])[O-].[Na+].[Na+]>[I-].[K+].CN(C)C=O>[CH:6]([C:5]1[CH:8]=[CH:9][C:2]([O:1][CH:11]([CH3:13])[C:10]([O:15][CH2:16][CH2:17][CH2:18][CH3:19])=[O:14])=[CH:3][CH:4]=1)=[O:7] |f:1.2,3.4.5,6.7|. Procedure details: 6.1 g of 4-hydroxybenzaldehyde, 12.3 g of (-)-butyl lactate-mesylate ([α]D25 =-49.1°), 4 g of sodium carbonate, 0.2 g of potassium iodide and 100 g of dimethyl formamide, were mixed, and the mixture was stirred at 100° C. for 5 hours and then cooled to room temperature. The reaction mixture was subjected to liquid separation with an addition of toluene and water. The organic layer was washed twice with water, and after distilling off toluene, subjected to distillation under reduced pressure, whe...